This data is from the Open Reaction Database (ORD), a public repository of structured organic reaction records. The task is: describe an organic reaction: reactants, conditions, products, and yield Reactants: material, FC=1C=NC(=NC1)[C@H](C)NC1=CC=C(C(=N1)NC1=NNC(=C1)OC(C)C)[N+](=O)[O-] (N6-[(1S)-1-(5-fluoropyrimidin-2-yl)ethyl]-N2-(5-isopropoxy-1H-pyrazol-3-yl)-3-nitropyridine-2,6-diamine), FC=1C=NC(=NC1)[C@H](C)NC1=CC=C(C(=N1)NC1=NNC(=C1)OC(C)C)[N+](=O)[O-] (N6-[(1S)-1-(5-fluoropyrimidin-2-yl)ethyl]-N2-(5-isopropoxy-1H-pyrazol-3-yl)-3-nitropyridine-2,6-diamine), C(C)(=O)O.C(=N)N (Formamidine acetate). The reagents and catalysts are [Pd] (Pd—C). Solvent: C(C)O (ethanol). Conditions: time 5 hour. Product: C(C)(C)OC1=CC(=NN1)N1C=NC=2C1=NC(=CC2)N[C@@H](C)C2=NC=CC=N2 (3-(5-Isopropoxy-1H-pyrazol-3-yl)-N-[(1S)-1-pyrimidin-2-ylethyl]-3H-imidazo[4,5-b]pyridin-5-amine). RXN SMILES: F[C:2]1[CH:3]=[N:4][C:5]([C@@H:8]([NH:10][C:11]2[N:16]=[C:15]([NH:17][C:18]3[CH:22]=[C:21]([O:23][CH:24]([CH3:26])[CH3:25])[NH:20][N:19]=3)[C:14]([N+:27]([O-])=O)=[CH:13][CH:12]=2)[CH3:9])=[N:6][CH:7]=1.[C:30](O)(=O)C.C(N)=N>[Pd].C(O)C>[CH:24]([O:23][C:21]1[NH:20][N:19]=[C:18]([N:17]2[C:15]3=[N:16][C:11]([NH:10][C@H:8]([C:5]4[N:4]=[CH:3][CH:2]=[CH:7][N:6]=4)[CH3:9])=[CH:12][CH:13]=[C:14]3[N:27]=[CH:30]2)[CH:22]=1)([CH3:26])[CH3:25] |f:1.2|. Reported procedure: The titled compound was prepared using a procedure similar to the one described for the synthesis of Example 6 using N6-[(1S)-1-(5-fluoropyrimidin-2-yl)ethyl]-N2-(5-isopropoxy-1H-pyrazol-3-yl)-3-nitropyridine-2,6-diamine (Intermediate 20) as the starting material. The starting material (1.7 g) was dissolved into ethanol (10 mL). To the solution was added Pd—C (0.3 g, 10%). A hydrogen inlet was introduced into the reaction flask. The resulting mixture was stirred for 5 hours. Formamidine acetate ...